Dataset: the Open Reaction Database (ORD), a public repository of structured organic reaction records. Task: describe an organic reaction: reactants, conditions, products, and yield The product is CC=1NC2=CC=C(C=C2C1)OC1=C2C(=NC=C1)C=C(S2)C(=O)O (7-(2-Methyl-1H-indol-5-yloxy)-thieno[3,2-b]pyridine-2-carboxylic acid). Solvent: CO (MeOH), CS(=O)C (DMSO), CCOC(=O)C (EtOAc). Run at temperature 165 celsius. As a reaction SMILES: Cl[C:2]1[CH:7]=[CH:6][N:5]=[C:4]2[CH:8]=[C:9]([C:11]([OH:13])=[O:12])[S:10][C:3]=12.[CH3:14][C:15]1[NH:16][CH:17]2[CH:22]([CH:23]=1)[CH:21]=[C:20]([OH:24])[CH:19]=[CH:18]2.C([O-])([O-])=O.[Cs+].[Cs+].C([O-])(O)=O.[Na+].Cl>CCOC(C)=O.CO.CS(C)=O>[CH3:14][C:15]1[NH:16][C:17]2[C:22]([CH:23]=1)=[CH:21][C:20]([O:24][C:2]1[CH:7]=[CH:6][N:5]=[C:4]3[CH:8]=[C:9]([C:11]([OH:13])=[O:12])[S:10][C:3]=13)=[CH:19][CH:18]=2 |f:2.3.4,5.6|. Reactants: C(=O)(O)[O-].[Na+] (NaHCO3), ClC1=C2C(=NC=C1)C=C(S2)C(=O)O (7-Chloro-thieno[3,2-b]pyridine-2-carboxylic acid), CC=1NC2C=CC(=CC2C1)O (2-Methyl-3a,7a-dihydro-1H-indol-5-ol), C(=O)([O-])[O-].[Cs+].[Cs+] (Cs2CO3), Cl (HCl). Yield: 76.2%. Procedure: To a solution of 3 mL of DMSO was added 7-Chloro-thieno[3,2-b]pyridine-2-carboxylic acid (0.6 g, 2.63 mmol), 2-Methyl-3a,7a-dihydro-1H-indol-5-ol (0.42 g, 2.63 mmol), MeOH (0.5 mL) and Cs2CO3 (1.7 g, 5.35 mmol) then sealed and warmed to 165° C. for 3 h and cooled to 25° C. To the reaction solution was added 50 mL of EtOAc then portioned between 50/50 NaHCO3 (50 mL). The aqueous layer was then acidified using concentrated HCl drop wise to afford 7-(2-Methyl-1H-indol-5-yloxy)-thieno[3,2-b]pyridine... Reactants: CC#N, CC(=O)C(F)(F)F, [Na+], [Na+], O=C([O-])[O-], O=C(NCC(C(F)F)C1C=CCO1)OCc1ccccc1, O. Yields the product O=C(NCC(C(F)F)C1OCC2OC21)OCc1ccccc1. Reaction SMILES: [CH3:35][C:36]#[N:37].[F:22][C:23]([F:24])([F:26])[C:27](=[O:25])[CH3:28].[Na+:29].[Na+:30].[O-:31][C:32](=[O:33])[O-:34].[O:1]1[CH:2]([CH:6]([CH2:7][NH:8][C:9]([O:10][CH2:11][c:12]2[cH:13][cH:14][cH:15][cH:16][cH:17]2)=[O:18])[CH:19]([F:20])[F:21])[CH:3]=[CH:4][CH2:5]1.[OH2:38]>>[O:1]1[CH:2]([CH:6]([CH2:7][NH:8][C:9]([O:10][CH2:11][c:12]2[cH:13][cH:14][cH:15][cH:16][cH:17]2)=[O:18])[CH:19]([F:20])[F:21])[CH:3]2[CH:4]([CH2:5]1)[O:25]2. Starting materials: COc1cccc(C=Cc2nc3sccn3c2C(=O)O)c1OCC(C)(C)C, Cc1csc(N)n1, CCN=C=NCCCN(C)C, CN(C)c1ccncc1, ClCCl, Cl, CN(C)C=O. Yields the product COc1cccc(C=Cc2nc3sccn3c2C(=O)Nc2nc(C)cs2)c1OCC(C)(C)C. As a reaction SMILES: [CH3:1][C:2]([CH2:3][O:4][c:5]1[c:6]([CH:13]=[CH:14][c:15]2[n:16][c:17]3[s:18][cH:19][cH:20][n:21]3[c:22]2[C:23](=[O:24])[OH:25])[cH:7][cH:8][cH:9][c:10]1[O:11][CH3:12])([CH3:26])[CH3:27].[CH3:28][c:29]1[n:30][c:31]([NH2:34])[s:32][cH:33]1.[CH3:35][CH2:36][N:37]=[C:38]=[N:39][CH2:40][CH2:41][CH2:42][N:43]([CH3:44])[CH3:45].[CH3:47][N:48]([c:49]1[cH:50][cH:51][n:52][cH:53][cH:54]1)[CH3:55].[Cl:56][CH2:57][Cl:58].[ClH:46].[O:59]=[CH:60][N:61]([CH3:62])[CH3:63]>>[CH3:1][C:2]([CH2:3][O:4][c:5]1[c:6]([CH:13]=[CH:14][c:15]2[n:16][c:17]3[s:18][cH:19][cH:20][n:21]3[c:22]2[C:23](=[O:24])[NH:34][c:31]2[n:30][c:29]([CH3:28])[cH:33][s:32]2)[cH:7][cH:8][cH:9][c:10]1[O:11][CH3:12])([CH3:26])[CH3:27]. The reactants are Cl, C1CCOC1, O, NS(=O)(=O)c1ccccc1C(=O)c1cccs1. Product: NS(=O)(=O)c1ccccc1C(O)c1cccs1. Reaction SMILES: [ClH:19].[O:20]1[CH2:21][CH2:22][CH2:23][CH2:24]1.[OH2:18].[s:1]1[c:2]([C:6](=[O:7])[c:8]2[c:9]([S:14](=[O:15])(=[O:16])[NH2:17])[cH:10][cH:11][cH:12][cH:13]2)[cH:3][cH:4][cH:5]1>>[s:1]1[c:2]([CH:6]([OH:7])[c:8]2[c:9]([S:14](=[O:15])(=[O:16])[NH2:17])[cH:10][cH:11][cH:12][cH:13]2)[cH:3][cH:4][cH:5]1.